Dataset: the Open Reaction Database (ORD), a public repository of structured organic reaction records. Task: describe an organic reaction: reactants, conditions, products, and yield Reactants: BrC1=NC=CC(=C1)Br (2,4-dibromopyridine), suspension, [H-].[Na+] (sodium hydride), C1(=CC=CC=C1)O (phenol). The solvent is CN(C=O)C (N,N-dimethylformamide). Run at time 10 minute. Yields the product BrC1=NC=C(C=C1)OC1=CC=CC=C1 (2-bromo-5-phenoxypyridine). RXN SMILES: [C:1]1([OH:7])[CH:6]=[CH:5][CH:4]=[CH:3][CH:2]=1.[H-].[Na+].[Br:10][C:11]1[CH:16]=[C:15](Br)[CH:14]=[CH:13][N:12]=1>CN(C)C=O>[Br:10][C:11]1[CH:16]=[CH:15][C:14]([O:7][C:1]2[CH:6]=[CH:5][CH:4]=[CH:3][CH:2]=2)=[CH:13][N:12]=1 |f:1.2|. Reported procedure: A solution of phenol (1.99 g, 0.021 mol) in N,N-dimethylformamide (60 mL) was cooled to 0° C. and a 60% suspension of sodium hydride in parafine (0.89 g, 0.022 mol) was added at once. The mixture was stirred at this temperature for 10 min and 2,4-dibromopyridine was added at once. The mixture was allowed to warm up to ambient temperature while stirring under nitrogen for 72 hours and heated at 70° C. for 24 hours. The solvent was removed under reduced pressure; the residue was dissolved in ethyl... Reactants: BrC=1C=C(C=CC1)C(C)NC1=C(C=CC(=C1)F)[N+](=O)[O-] (N-(1-(3-bromophenyl)ethyl)-5-fluoro-2-nitrobenzenamine), N1(CCNCC1)C(=O)OC(C)(C)C (tert-butyl piperazine-1-carboxylate), C(C)(C)N(CC)C(C)C (diisopropylethylamine). Solvent: C(C)#N (acetonitrile). The product is BrC=1C=C(C=CC1)C(C)NC=1C=C(C=CC1[N+](=O)[O-])N1CCN(CC1)C(=O)OC(C)(C)C (t-Butyl 4-(3-(1-(3-bromophenyl)ethylamino)-4-nitrophenyl)piperazine-1-carboxylate). Yield: 24.1%. Reaction SMILES: [Br:1][C:2]1[CH:3]=[C:4]([CH:8]([NH:10][C:11]2[CH:16]=[C:15](F)[CH:14]=[CH:13][C:12]=2[N+:18]([O-:20])=[O:19])[CH3:9])[CH:5]=[CH:6][CH:7]=1.[N:21]1([C:27]([O:29][C:30]([CH3:33])([CH3:32])[CH3:31])=[O:28])[CH2:26][CH2:25][NH:24][CH2:23][CH2:22]1.C(N(C(C)C)CC)(C)C>C(#N)C>[Br:1][C:2]1[CH:3]=[C:4]([CH:8]([NH:10][C:11]2[CH:16]=[C:15]([N:24]3[CH2:23][CH2:22][N:21]([C:27]([O:29][C:30]([CH3:33])([CH3:32])[CH3:31])=[O:28])[CH2:26][CH2:25]3)[CH:14]=[CH:13][C:12]=2[N+:18]([O-:20])=[O:19])[CH3:9])[CH:5]=[CH:6][CH:7]=1. Reported procedure: A mixture of N-(1-(3-bromophenyl)ethyl)-5-fluoro-2-nitrobenzenamine (1.25 g, 3.7 mmol), tert-butyl piperazine-1-carboxylate (0.7 g, 3.7 mmol), diisopropylethylamine (1.0 mL, 5.7 mmol) and acetonitrile (20 mL) was heated at reflux for 18 h, cooled to room temperature and concentrated in vacuo. The residue was dissolved in ethyl acetate; this solution was washed with water, dried over Na2SO4 and concentrated in vacuo. The residue was purified by flash column chromatography on silica gel using 10%-... The reactants are O (Water), CN1CCOCC1 (N-methylmorpholine), ClC(=O)OC1=CC=C(C=C1)Cl (4-chlorophenyl chloroformate), NC1C(CCC1)CC(=O)NC(COC1=CC=C(C=C1)C#N)C (2-amino-N-[2-(4-cyanophenoxy)-1-methylethyl]cyclopentylacetic acid amide). Solvent: C(Cl)Cl (methylene chloride). Conditions: time 15 hour. Yields the product ClC1=CC=C(OC(=O)NC2C(CCC2)CC(=O)NC(COC2=CC=C(C=C2)C#N)C)C=C1 (2-(4-chlorophenoxycarbonylamino)-N-[2-(4-cyanophenoxy)-1-methylethyl]cyclopentylacetic acid amide). Isolated yield 33.1%. As a reaction SMILES: CN1CCOCC1.Cl[C:9]([O:11][C:12]1[CH:17]=[CH:16][C:15]([Cl:18])=[CH:14][CH:13]=1)=[O:10].[NH2:19][CH:20]1[CH2:24][CH2:23][CH2:22][CH:21]1[CH2:25][C:26]([NH:28][CH:29]([CH3:40])[CH2:30][O:31][C:32]1[CH:37]=[CH:36][C:35]([C:38]#[N:39])=[CH:34][CH:33]=1)=[O:27].O>C(Cl)Cl>[Cl:18][C:15]1[CH:16]=[CH:17][C:12]([O:11][C:9]([NH:19][CH:20]2[CH2:24][CH2:23][CH2:22][CH:21]2[CH2:25][C:26]([NH:28][CH:29]([CH3:40])[CH2:30][O:31][C:32]2[CH:37]=[CH:36][C:35]([C:38]#[N:39])=[CH:34][CH:33]=2)=[O:27])=[O:10])=[CH:13][CH:14]=1. Procedure: 0.4 g of N-methylmorpholine, and subsequently 0.8 g of 4-chlorophenyl chloroformate were added to a suspension containing 1.2 g of 2-amino-N-[2-(4-cyanophenoxy)-1-methylethyl]cyclopentylacetic acid amide suspended in 40 ml of methylene chloride at -15° C. The mixture was allowed to sit and warm naturally to room temperature and stirred for 15 hours at room temperature. Water was subsequently added to the reaction mixture. After the methylene chloride layer was washed with water, the organic laye... Reactants: FC1=C(C(=C(C(=C1F)CO)F)F)CO (2,3,5,6-Tetrafluoro-1,4-benzene dimethanol), Cl (hydrochloric acid). The solvent is C1(=CC=CC=C1)C (toluene). Reaction conditions: temperature 90 celsius. Yields the product ClCC1=C(C(=C(C(=C1F)F)CO)F)F (4-chloromethyl-2,3,5,6-tetrafluorobenzene methanol). As a reaction SMILES: [F:1][C:2]1[C:7]([F:8])=[C:6]([CH2:9][OH:10])[C:5]([F:11])=[C:4]([F:12])[C:3]=1[CH2:13]O.[ClH:15]>C1(C)C=CC=CC=1>[Cl:15][CH2:13][C:3]1[C:2]([F:1])=[C:7]([F:8])[C:6]([CH2:9][OH:10])=[C:5]([F:11])[C:4]=1[F:12]. Reported procedure: 2,3,5,6-Tetrafluoro-1,4-benzene dimethanol (1 g; 4.8 m.mol) was added to hydrochloric acid 36°Tw (10 ml; 115 m.mol) at 20° C., followed by toluene (10 ml). The mixture was then stirred and warmed to 90° C. and maintained at this temperature for 7 hours to complete the reaction. The reactants are COc1cc2c(Oc3cc4ccccc4nc3C)ccnc2cc1OCc1ccccc1, CN(C)C=O, [OH-], [OH-], [Pd+2]. Reaction SMILES: [CH2:1]([c:2]1[cH:3][cH:4][cH:5][cH:6][cH:7]1)[O:8][c:9]1[c:10]([O:31][CH3:32])[cH:11][c:12]2[c:13]([O:19][c:20]3[c:21]([CH3:30])[n:22][c:23]4[cH:24][cH:25][cH:26][cH:27][c:28]4[cH:29]3)[cH:14][cH:15][n:16][c:17]2[cH:18]1.[CH3:33][N:34]([CH3:35])[CH:36]=[O:37].[OH-:38].[OH-:40].[Pd+2:39]>>[OH:8][c:9]1[c:10]([O:31][CH3:32])[cH:11][c:12]2[c:13]([O:19][c:20]3[c:21]([CH3:30])[n:22][c:23]4[cH:24][cH:25][cH:26][cH:27][c:28]4[cH:29]3)[cH:14][cH:15][n:16][c:17]2[cH:18]1. Yields the product COc1cc2c(Oc3cc4ccccc4nc3C)ccnc2cc1O. Starting materials: c1ccc2c(c1)CCNC2, COCCOC, COc1cc2c(Nc3ccc4cn[nH]c4c3)c(C#N)cnc2cc1OCCCl, [I-], [Na+]. The product is COc1cc2c(Nc3ccc4cn[nH]c4c3)c(C#N)cnc2cc1OCCN1CCc2ccccc2C1. Reaction SMILES: [CH2:29]1[NH:30][CH2:31][CH2:32][c:33]2[cH:34][cH:35][cH:36][cH:37][c:38]21.[CH3:41][O:42][CH2:43][CH2:44][O:45][CH3:46].[Cl:1][CH2:2][CH2:3][O:4][c:5]1[c:6]([O:27][CH3:28])[cH:7][c:8]2[c:9]([NH:17][c:18]3[cH:19][cH:20][c:21]4[cH:22][n:23][nH:24][c:25]4[cH:26]3)[c:10]([C:15]#[N:16])[cH:11][n:12][c:13]2[cH:14]1.[I-:40].[Na+:39]>>[CH2:2]([CH2:3][O:4][c:5]1[c:6]([O:27][CH3:28])[cH:7][c:8]2[c:9]([NH:17][c:18]3[cH:19][cH:20][c:21]4[cH:22][n:23][nH:24][c:25]4[cH:26]3)[c:10]([C:15]#[N:16])[cH:11][n:12][c:13]2[cH:14]1)[N:30]1[CH2:29][c:38]2[c:33]([cH:34][cH:35][cH:36][cH:37]2)[CH2:32][CH2:31]1. Reactants: ClC1=CC=C(C=N1)S(=O)(=O)N1CCN(CC1)C (1-[(6-chloropyridin-3-yl)sulfonyl]4-methylpiperazine), CC=1SC=C(N1)C=1C=C2CC(NC2=CC1)=O (5-(2-methyl-1,3-thiazol-4-yl)-1,3-dihydro-2H-indol-2-one). The product is Cl.CN1CCN(CC1)S(=O)(=O)C=1C=CC(=NC1)C1=C(NC2=CC=C(C=C12)C=1N=C(SC1)C)O (3-{5-[(4-Methylpiperazin-1-yl)sulfonyl]pyridin-2-yl}-5-(2-methyl-1,3-thiazol-4-yl)-1H-indol-2-ol hydrochloride). Yield: 35.0%. RXN SMILES: [Cl:1][C:2]1[N:7]=[CH:6][C:5]([S:8]([N:11]2[CH2:16][CH2:15][N:14]([CH3:17])[CH2:13][CH2:12]2)(=[O:10])=[O:9])=[CH:4][CH:3]=1.[CH3:18][C:19]1[S:20][CH:21]=[C:22]([C:24]2[CH:25]=[C:26]3[C:30](=[CH:31][CH:32]=2)[NH:29][C:28](=[O:33])[CH2:27]3)[N:23]=1>>[ClH:1].[CH3:17][N:14]1[CH2:15][CH2:16][N:11]([S:8]([C:5]2[CH:4]=[CH:3][C:2]([C:27]3[C:26]4[C:30](=[CH:31][CH:32]=[C:24]([C:22]5[N:23]=[C:19]([CH3:18])[S:20][CH:21]=5)[CH:25]=4)[NH:29][C:28]=3[OH:33])=[N:7][CH:6]=2)(=[O:10])=[O:9])[CH2:12][CH2:13]1 |f:2.3|. Procedure details: The title compound was prepared as described for Example 101 using 1-[(6-chloropyridin-3-yl)sulfonyl]4-methylpiperazine (described in: Thunus L., Annales Pharmaceutiques Francaises 1977, 35, 197-203) and 5-(2-methyl-1,3-thiazol-4-yl)-1,3-dihydro-2H-indol-2-one. The crude product was purified on a silica gel column using chloroform/methanol/conc NH3(aq), (50:3:0.3), as the eluent. The base was dissolved in chloroform/methanol and converted to the hydrochloride salt using HCl in diethyl ether (1 M...